Dataset: the Open Reaction Database (ORD), a public repository of structured organic reaction records. Task: describe an organic reaction: reactants, conditions, products, and yield Starting materials: C(CC)=O (propionaldehyde), C(#N)[BH3-].[Na+] (sodium cyanoborohydride), NC(C(=O)OCC)C(=O)OCC (Diethyl aminomalonate), C(CC)=O (Propionaldehyde), C(#N)[BH3-].[Na+] (sodium cyanoborohydride), [O-]CC.[Na+] (sodium ethoxide). Run in C(C)O (ethanol), C(C)O (ethanol). The product is C(CC)NC(C(=O)OCC)C(=O)OCC (diethyl (propylamino)malonate). Isolated yield 115.5%. As a reaction SMILES: [NH2:1][CH:2]([C:8]([O:10][CH2:11][CH3:12])=[O:9])[C:3]([O:5][CH2:6][CH3:7])=[O:4].[O-]CC.[Na+].[CH:17](=O)[CH2:18][CH3:19].C([BH3-])#N.[Na+]>C(O)C>[CH2:17]([NH:1][CH:2]([C:3]([O:5][CH2:6][CH3:7])=[O:4])[C:8]([O:10][CH2:11][CH3:12])=[O:9])[CH2:18][CH3:19] |f:1.2,4.5|. Reported procedure: Diethyl aminomalonate (21.1 g, 0.1 mol) was dissolved in ethanol and sodium ethoxide in ethanol (50 mL of 1 M) was added. Propionaldehyde (6.6 g, 0.11 mol) and sodium cyanoborohydride (3.6 g, 0.058 mol) were added to the stirred solution. After 30 minutes additional propionaldehyde (6.0 g) and sodium cyanoborohydride (2.6 g) were added to complete the reaction. The solution was evaporated, and the residue was partitioned between ethyl acetate and water. Evaporation of the ethyl acetate gave 25.1...